This data is from the Open Reaction Database (ORD), a public repository of structured organic reaction records. The task is: describe an organic reaction: reactants, conditions, products, and yield Starting materials: Cc1cc(C(O)(C(C)c2ccc(Br)cc2Cl)C(F)(F)F)ccn1, O=C([O-])[O-], COC(=O)c1ccc(Cl)nc1, CC(=O)[O-], [Cs+], [Cs+], [K+], C1COCCO1, O. Product: COC(=O)c1ccc(-c2ccc(C(C)C(O)(c3ccnc(C)c3)C(F)(F)F)c(Cl)c2)nc1. RXN SMILES: [Br:6][c:7]1[cH:8][c:9]([Cl:28])[c:10]([CH:13]([C:14]([C:15]([F:16])([F:17])[F:18])([OH:19])[c:20]2[cH:21][c:22]([CH3:26])[n:23][cH:24][cH:25]2)[CH3:27])[cH:11][cH:12]1.[C:40](=[O:41])([O-:42])[O-:43].[CH3:29][O:30][C:31]([c:32]1[cH:33][n:34][c:35]([Cl:38])[cH:36][cH:37]1)=[O:39].[CH3:2][C:3](=[O:4])[O-:5].[Cs+:44].[Cs+:45].[K+:1].[O:46]1[CH2:47][CH2:48][O:49][CH2:50][CH2:51]1.[OH2:52]>>[c:7]1(-[c:35]2[n:34][cH:33][c:32]([C:31]([O:30][CH3:29])=[O:39])[cH:37][cH:36]2)[cH:8][c:9]([Cl:28])[c:10]([CH:13]([C:14]([C:15]([F:16])([F:17])[F:18])([OH:19])[c:20]2[cH:21][c:22]([CH3:26])[n:23][cH:24][cH:25]2)[CH3:27])[cH:11][cH:12]1. Conditions: time 16 hour. Procedure details: The product of step (i) (6.56 g) was treated with a 1M solution of tetra-n-butyl ammonium fluoride in tetrahydrofuran (28.2 ml) and the mixture was stirred at room temperature for 16 hours. The solvent was evaporated under reduced pressure and the residue was purified by flash chromatography on silica-gel eluting with 10% methanol in ethyl acetate to give 5-(9-hydroxyfluoren-9-yl)uridine as a pale yellow solid (3.43 g). Reaction SMILES: [OH:1][C:2]1([C:15]2[C:16](=[O:52])[NH:17][C:18](=[O:51])[N:19]([CH:50]=2)[C@@H:20]2[O:49][C@H:39]([CH2:40][O:41][Si](C(C)(C)C)(C)C)[C@@H:30]([O:31][Si](C(C)(C)C)(C)C)[C@H:21]2[O:22][Si](C(C)(C)C)(C)C)[C:14]2[CH:13]=[CH:12][CH:11]=[CH:10][C:9]=2[C:8]2[C:3]1=[CH:4][CH:5]=[CH:6][CH:7]=2.[F-].C([N+](CCCC)(CCCC)CCCC)CCC>O1CCCC1>[OH:1][C:2]1([C:15]2[C:16](=[O:52])[NH:17][C:18](=[O:51])[N:19]([CH:50]=2)[C@@H:20]2[O:49][C@H:39]([CH2:40][OH:41])[C@@H:30]([OH:31])[C@H:21]2[OH:22])[C:14]2[CH:13]=[CH:12][CH:11]=[CH:10][C:9]=2[C:8]2[C:3]1=[CH:4][CH:5]=[CH:6][CH:7]=2 |f:1.2|. Product: OC1(C2=CC=CC=C2C=2C=CC=CC12)C=1C(NC(N([C@H]2[C@H](O)[C@H](O)[C@@H](CO)O2)C1)=O)=O (5-(9-hydroxyfluoren-9-yl)uridine). The solvent is O1CCCC1 (tetrahydrofuran). The yield is 94.5%. Starting materials: OC1(C2=CC=CC=C2C=2C=CC=CC12)C=1C(NC(N([C@H]2[C@H](O[Si](C)(C)C(C)(C)C)[C@H](O[Si](C)(C)C(C)(C)C)[C@@H](CO[Si](C)(C)C(C)(C)C)O2)C1)=O)=O (5-(9-Hydroxyfluoren-9-yl)-2',3',5'-tris-O-((1,1-dimethylethyl)dimethylsilyl)uridine), solution, [F-].C(CCC)[N+](CCCC)(CCCC)CCCC (tetra-n-butyl ammonium fluoride). Starting materials: Cl.C1(CC1)C(C(C1=C(C=CC=C1)F)N1C\C(\C(CC1)S)=C/C=1N=NSC1)=O ((E)-1-[2-cyclopropyl-1-(2-fluorophenyl)-2-oxoethyl]-4-sulfanyl-3-[(1,2,3-thiadiazol-4-yl)methylidene]piperidine hydrochloride), C(CCC(=O)O)(=O)O (succinic acid), [I-].[K+] (potassium iodide), C(CCC(=O)O)(=O)O (succinic acid), [I-].[K+] (potassium iodide). Solvent: CC(=O)C (acetone), solution, Cl (hydrogen chloride), O1CCOCC1 (dioxane). Product: Cl.C(=O)(O)CCC(=O)SC1/C(/CN(CC1)C(C(=O)C1CC1)C1=C(C=CC=C1)F)=C/C=1N=NSC1 ((E)-4-[(3-Carboxypropanoyl)sulfanyl]-1-[2-cyclopropyl-1-(2-fluorophenyl)-2-oxoethyl]-3-[(1,2,3-thiadiazol-4-yl)methylidene]piperidine hydrochloride). Isolated yield 34.5%. RXN SMILES: [ClH:1].[CH:2]1([C:5](=[O:27])[CH:6]([N:14]2[CH2:19][CH2:18][CH:17]([SH:20])/[C:16](=[CH:21]/[C:22]3[N:23]=[N:24][S:25][CH:26]=3)/[CH2:15]2)[C:7]2[CH:12]=[CH:11][CH:10]=[CH:9][C:8]=2[F:13])[CH2:4][CH2:3]1.[C:28](O)(=[O:34])[CH2:29][CH2:30][C:31]([OH:33])=[O:32].[I-].[K+]>CC(C)=O.Cl.O1CCOCC1>[ClH:1].[C:31]([CH2:30][CH2:29][C:28]([S:20][CH:17]1[CH2:18][CH2:19][N:14]([CH:6]([C:7]2[CH:12]=[CH:11][CH:10]=[CH:9][C:8]=2[F:13])[C:5]([CH:2]2[CH2:4][CH2:3]2)=[O:27])[CH2:15]/[C:16]/1=[CH:21]\[C:22]1[N:23]=[N:24][S:25][CH:26]=1)=[O:34])([OH:33])=[O:32] |f:0.1,3.4,8.9|. Procedure: To a solution of (E)-1-[2-cyclopropyl-1-(2-fluorophenyl)-2-oxoethyl]-4-sulfanyl-3-[(1,2,3-thiadiazol-4-yl)methylidene]piperidine hydrochloride (100 mg) in acetone (10 ml) were added anhydrous succinic acid (26 mg) and potassium iodide (45 mg) with stirring at room temperature, and the resulting mixture was stirred at room temperature for 2 hours. After stirring, anhydrous succinic acid (130 mg) and potassium iodide (180 mg) were further added, and the resulting mixture was furthermore stirred at... Starting materials: Brc1ccc2ccn(Cc3ccccc3)c2c1, Cc1ccccc1, CCO, [Na+], [Na+], O=C([O-])[O-], O, OB(O)c1ccccc1, c1ccc(P(c2ccccc2)(c2ccccc2)[Pd](P(c2ccccc2)(c2ccccc2)c2ccccc2)(P(c2ccccc2)(c2ccccc2)c2ccccc2)P(c2ccccc2)(c2ccccc2)c2ccccc2)cc1. The product is c1ccc(Cn2ccc3ccc(-c4ccccc4)cc32)cc1. RXN SMILES: [CH2:1]([c:2]1[cH:3][cH:4][cH:5][cH:6][cH:7]1)[n:8]1[cH:9][cH:10][c:11]2[cH:12][cH:13][c:14]([Br:17])[cH:15][c:16]12.[CH3:33][c:34]1[cH:35][cH:36][cH:37][cH:38][cH:39]1.[CH3:41][CH2:42][OH:43].[Na+:27].[Na+:28].[O-:29][C:30](=[O:31])[O-:32].[OH2:40].[OH:18][B:19]([OH:20])[c:21]1[cH:22][cH:23][cH:24][cH:25][cH:26]1.[cH:44]1[cH:45][cH:46][c:47]([P:48]([Pd:49]([P:50]([c:51]2[cH:52][cH:53][cH:54][cH:55][cH:56]2)([c:57]2[cH:58][cH:59][cH:60][cH:61][cH:62]2)[c:63]2[cH:64][cH:65][cH:66][cH:67][cH:68]2)([P:69]([c:70]2[cH:71][cH:72][cH:73][cH:74][cH:75]2)([c:76]2[cH:77][cH:78][cH:79][cH:80][cH:81]2)[c:82]2[cH:83][cH:84][cH:85][cH:86][cH:87]2)[P:88]([c:89]2[cH:90][cH:91][cH:92][cH:93][cH:94]2)([c:95]2[cH:96][cH:97][cH:98][cH:99][cH:100]2)[c:101]2[cH:102][cH:103][cH:104][cH:105][cH:106]2)([c:107]2[cH:108][cH:109][cH:110][cH:111][cH:112]2)[c:113]2[cH:114][cH:115][cH:116][cH:117][cH:118]2)[cH:119][cH:120]1>>[CH2:1]([c:2]1[cH:3][cH:4][cH:5][cH:6][cH:7]1)[n:8]1[cH:9][cH:10][c:11]2[cH:12][cH:13][c:14](-[c:21]3[cH:22][cH:23][cH:24][cH:25][cH:26]3)[cH:15][c:16]12. The reactants are CN(C)CC(=S)N (dimethylaminothioacetamide), C([O-])(O)=O.[Na+] (sodium bicarbonate), ClCC(CCl)=O (1,3-dichloropropanone). Run in ClCCCl (1,2-dichloroethane). Conditions: time 2 hour. The product is Cl.ClCC=1N=C(SC1)CN(C)C (4-Chloromethyl-2-dimethylaminomethylthiazole, hydrochloride). RXN SMILES: [CH3:1][N:2]([CH2:4][C:5]([NH2:7])=[S:6])[CH3:3].C(=O)(O)[O-].[Na+].[Cl:13][CH2:14][C:15](=O)[CH2:16]Cl>ClCCCl>[ClH:13].[Cl:13][CH2:14][C:15]1[N:7]=[C:5]([CH2:4][N:2]([CH3:3])[CH3:1])[S:6][CH:16]=1 |f:1.2,5.6|. Reported procedure: A mixture of 118 g. of dimethylaminothioacetamide, 92.4 g. of sodium bicarbonate, 140 g. of 1,3-dichloropropanone and 600 ml. of 1,2-dichloroethane was stirred at ambient temperature for 24 hours, and was then filtered. To the filtrate, at ice-bath temperature, was added 131 g. of thionyl chloride, dropwise. One hundred ml. of additional 1,2-dichloroethane was added, and the mixture was stirred for 2 hours at ambient temperature and then for 1 hour under reflux. The mixture was then chilled over...